Dataset: the Open Reaction Database (ORD), a public repository of structured organic reaction records. Task: describe an organic reaction: reactants, conditions, products, and yield Reported procedure: The title compound was prepared from [4-amino-2-(piperidin-4-ylamino)-pyrimidin-5-yl]-(5-fluoro-2-methoxy-phenyl)-methanone trifluoroacetic acid salt (Example 22) and propionyl chloride (Aldrich 98%) using the procedure described in Example 24. HRMS, observed: 401.1988, Calcd for (M+H)+: 401.1984. The product is NC1=C(C=CC(=N1)NC1CCN(CC1)C(CC)=O)C(C1=C(C=CC(=C1)F)OC)=O (1-{4-[6-Amino-5-(5-fluoro-2-methoxy-benzoyl)-pyridin-2-ylamino]-piperidin-1-yl}-propan-1-one). RXN SMILES: F[C:2](F)(F)C(O)=O.[NH2:8][C:9]1[C:14]([C:15]([C:17]2[CH:22]=[C:21]([F:23])[CH:20]=[CH:19][C:18]=2[O:24][CH3:25])=[O:16])=[CH:13]N=[C:11]([NH:26][CH:27]2[CH2:32][CH2:31][NH:30][CH2:29][CH2:28]2)[N:10]=1.[C:33](Cl)(=[O:36])[CH2:34][CH3:35]>>[NH2:8][C:9]1[N:10]=[C:11]([NH:26][CH:27]2[CH2:32][CH2:31][N:30]([C:33](=[O:36])[CH2:34][CH3:35])[CH2:29][CH2:28]2)[CH:2]=[CH:13][C:14]=1[C:15](=[O:16])[C:17]1[CH:22]=[C:21]([F:23])[CH:20]=[CH:19][C:18]=1[O:24][CH3:25] |f:0.1|. Reactants: FC(C(=O)O)(F)F.NC1=NC(=NC=C1C(=O)C1=C(C=CC(=C1)F)OC)NC1CCNCC1 ([4-amino-2-(piperidin-4-ylamino)-pyrimidin-5-yl]-(5-fluoro-2-methoxy-phenyl)-methanone trifluoroacetic acid salt), C(CC)(=O)Cl (propionyl chloride). Reactants: FC(SC=1C=C(C=CC1)CC(=O)O)(F)F (3-(trifluoromethylthio)phenylacetic acid), CO (methanol). The reagents and catalysts are S(O)(O)(=O)=O (sulfuric acid). Run at temperature 25 celsius. The product is COC(CC1=CC(=CC=C1)SC(F)(F)F)=O ((3-trifluoromethylsulfanyl-phenyl)-acetic acid methyl ester). Yield: 99.0%. RXN SMILES: [F:1][C:2]([F:15])([F:14])[S:3][C:4]1[CH:5]=[C:6]([CH2:10][C:11]([OH:13])=[O:12])[CH:7]=[CH:8][CH:9]=1.[CH3:16]O>S(=O)(=O)(O)O>[CH3:16][O:12][C:11](=[O:13])[CH2:10][C:6]1[CH:7]=[CH:8][CH:9]=[C:4]([S:3][C:2]([F:14])([F:1])[F:15])[CH:5]=1. Reported procedure: A solution of 3-(trifluoromethylthio)phenylacetic acid (5.00 g, 21.17 mmol) in methanol (50 mL) was treated slowly with 10 drops of concentrated sulfuric acid. The resulting reaction mixture was heated under reflux for 18 h. The reaction mixture was allowed to cool to 25° C. and then concentrated in vacuo to remove methanol. The residue was diluted with ethyl acetate (100 mL). The organic phase was washed with a saturated aqueous sodium bicarbonate solution (1×100 mL), dried over magnesium sulfa... The reactants are CN(C)C=O (DMF), C(C1=CC=CC=C1)O[C@H]1C(O)O[C@@H]([C@H](C1)OCC1=CC=CC=C1)COCC1=CC=CC=C1 (3-Deoxy-2,4,6-tri-O-benzyl-glucopyranose), C(C(=O)Br)(=O)Br (oxalyl bromide). The solvent is ClCCl (dichloromethane), ClCCl (dichloromethane). Run at temperature 0 celsius, time 1 hour. Product: C(C1=CC=CC=C1)O[C@H]1C(O[C@@H]([C@H](C1)OCC1=CC=CC=C1)COCC1=CC=CC=C1)Br (3-deoxy-2,4,6-tri-O-benzyl-glucopyranosyl bromide). RXN SMILES: [CH2:1]([O:8][C@@H:9]1[CH2:15][C@H:14]([O:16][CH2:17][C:18]2[CH:23]=[CH:22][CH:21]=[CH:20][CH:19]=2)[C@@H:13]([CH2:24][O:25][CH2:26][C:27]2[CH:32]=[CH:31][CH:30]=[CH:29][CH:28]=2)[O:12][CH:10]1O)[C:2]1[CH:7]=[CH:6][CH:5]=[CH:4][CH:3]=1.CN(C=O)C.C(Br)(=O)C([Br:41])=O>ClCCl>[CH2:1]([O:8][C@@H:9]1[CH2:15][C@H:14]([O:16][CH2:17][C:18]2[CH:23]=[CH:22][CH:21]=[CH:20][CH:19]=2)[C@@H:13]([CH2:24][O:25][CH2:26][C:27]2[CH:32]=[CH:31][CH:30]=[CH:29][CH:28]=2)[O:12][CH:10]1[Br:41])[C:2]1[CH:7]=[CH:6][CH:5]=[CH:4][CH:3]=1. Procedure: 3-Deoxy-2,4,6-tri-O-benzyl-glucopyranose (2.2 g) was dissolved in dichloromethane (20 mL) and dry DMF (880 μL) was added. The reaction solution was cooled at 0° C. and oxalyl bromide (500 μL) was added and the resulting solution stirred at 0° to 5° C. for 1 hour. The solution was then diluted with dichloromethane (100 mL) and washed with water (3×100 mL), dried over sodium sulfate, filtered and evaporated to dryness to obtain 3-deoxy-2,4,6-tri-O-benzyl-glucopyranosyl bromide (compound 13). Starting materials: ClC1=CC=C2CNN3C(C2=C1)=C(C=C(C3=O)C3=CC=CC=C3)C(=O)N3CCOCC3 (4-[(10-chloro-6,7-dihydro-4-oxo-3-phenyl-4H-pyrido[2,1-a]phthalazin-1-yl)carbonyl]morpholine), C(C)I (ethyl iodide), [OH-].[Na+] (sodium hydroxide), ( 3 ), O (water). The reagents and catalysts are S(=O)(=O)(O)[O-].C(CCC)[N+](CCCC)(CCCC)CCCC (tetrabutylammonium hydrogen sulfate). Run in ClCCl (dichloromethane). Yields the product C(C)N1N2C(C3=CC(=CC=C3C1)Cl)=C(C=C(C2=O)C2=CC=CC=C2)C(=O)N2CCOCC2 (4-[(6-ethyl-10-chloro-6,7-dihydro-4-oxo-3-phenyl-4H-pyrido[2,1-a]phthalazin-1-yl)carbonyl]morpholine). Reaction SMILES: [Cl:1][C:2]1[CH:11]=[C:10]2[C:5]([CH2:6][NH:7][N:8]3[C:15](=[O:16])[C:14]([C:17]4[CH:22]=[CH:21][CH:20]=[CH:19][CH:18]=4)=[CH:13][C:12]([C:23]([N:25]4[CH2:30][CH2:29][O:28][CH2:27][CH2:26]4)=[O:24])=[C:9]32)=[CH:4][CH:3]=1.[CH2:31](I)[CH3:32].[OH-].[Na+].O>ClCCl.S([O-])(O)(=O)=O.C([N+](CCCC)(CCCC)CCCC)CCC>[CH2:31]([N:7]1[CH2:6][C:5]2[C:10](=[CH:11][C:2]([Cl:1])=[CH:3][CH:4]=2)[C:9]2=[C:12]([C:23]([N:25]3[CH2:26][CH2:27][O:28][CH2:29][CH2:30]3)=[O:24])[CH:13]=[C:14]([C:17]3[CH:18]=[CH:19][CH:20]=[CH:21][CH:22]=3)[C:15](=[O:16])[N:8]12)[CH3:32] |f:2.3,6.7|. Procedure: 1.26 g of 4-[(10-chloro-6,7-dihydro-4-oxo-3-phenyl-4H-pyrido[2,1-a]phthalazin-1-yl)carbonyl]morpholine are dissolved in 30 ml of dichloromethane under argon, whereupon 1.01 g of tetrabutylammonium hydrogen sulfate, 1.4 g of ethyl iodide and 1.45 ml of 50 percent sodium hydroxide solution are added thereto and the mixture is stirred at room temperature until the reaction has finished. Three (3) ml of water are added thereto. The organic phase is separated and dried, and the solvent is removed in ... Reactants: C1(CCCCC1)C=1SC2=C(N1)C(=CC=C2OC)OC (2-cyclohexyl-4,7-dimethoxy-1,3-benzothiazole), [Ce+4] (cerium (IV)), [N+](=O)([O-])[O-].[NH4+] (ammonium nitrate). The solvent is C(C)#N.O (acetonitrile water). Yields the product C1(CCCCC1)C=1SC2=C(N1)C(C=CC2=O)=O (2-cyclohexyl-1,3-benzothiazole-4,7-dione). The yield is 87.4%. Reaction SMILES: [CH:1]1([C:7]2[S:8][C:9]3[C:15]([O:16]C)=[CH:14][CH:13]=[C:12]([O:18]C)[C:10]=3[N:11]=2)[CH2:6][CH2:5][CH2:4][CH2:3][CH2:2]1.[Ce+4].[N+]([O-])([O-])=O.[NH4+]>C(#N)C.O>[CH:1]1([C:7]2[S:8][C:9]3[C:15](=[O:16])[CH:14]=[CH:13][C:12](=[O:18])[C:10]=3[N:11]=2)[CH2:2][CH2:3][CH2:4][CH2:5][CH2:6]1 |f:2.3,4.5|. Procedure: 1 g (3.61 mmol) of 2-cyclohexyl-4,7-dimethoxy-1,3-benzothiazole is put into suspension in an acetonitrile/water mixture (3/1) at 0° C. then 4.36 g (7.96 mmol; 2.2 eq.) of cerium (IV) and ammonium nitrate are added to the suspension. The reaction mixture is maintained for 1.5 hours under stirring at ambient temperature, then 0.78 g (yield=88%) of 2-cyclohexyl-1,3-benzothiazole-4,7-dione is obtained after filtration, washing with cold water and drying under reduced pressure. Starting materials: C1COCCO1, CNC(=O)Nc1ccc(-c2nc(CSc3nccn3C)cc(N3CCOCC3C)n2)cc1, O=[Mn](=O)(=O)[O-], [Na+], O, O=C(OO)c1cccc(Cl)c1. Yields the product CNC(=O)Nc1ccc(-c2nc(CS(=O)(=O)c3nccn3C)cc(N3CCOCC3C)n2)cc1. Reaction SMILES: [CH2:51]1[O:52][CH2:53][CH2:54][O:55][CH2:56]1.[CH3:1][NH:2][C:3]([NH:4][c:5]1[cH:6][cH:7][c:8](-[c:11]2[n:12][c:13]([N:25]3[CH:26]([CH3:31])[CH2:27][O:28][CH2:29][CH2:30]3)[cH:14][c:15]([CH2:17][S:18][c:19]3[n:20]([CH3:24])[cH:21][cH:22][n:23]3)[n:16]2)[cH:9][cH:10]1)=[O:32].[Mn:44]([O-:45])(=[O:46])(=[O:47])=[O:48].[Na+:49].[OH2:50].[OH:33][O:34][C:35]([c:36]1[cH:37][c:38]([Cl:39])[cH:40][cH:41][cH:42]1)=[O:43]>>[CH3:1][NH:2][C:3]([NH:4][c:5]1[cH:6][cH:7][c:8](-[c:11]2[n:12][c:13]([N:25]3[CH:26]([CH3:31])[CH2:27][O:28][CH2:29][CH2:30]3)[cH:14][c:15]([CH2:17][S:18]([c:19]3[n:20]([CH3:24])[cH:21][cH:22][n:23]3)(=[O:33])=[O:50])[n:16]2)[cH:9][cH:10]1)=[O:32].